This data is from the Open Reaction Database (ORD), a public repository of structured organic reaction records. The task is: describe an organic reaction: reactants, conditions, products, and yield The reactants are C(C)C1=C(C(=CC(=C1)CC)CC)C(C(=O)N(N)C)=O (1-[2-(2,4,6-triethylphenyl)-2-oxoacetyl]-1-methylhydrazine), FC(C(CSC)=O)(F)F (1,1,1-trifluoro-3-methylsulfanyl-2-propanone), O (water). The reagents and catalysts are O.C1(=CC=C(C=C1)S(=O)(=O)O)C (para-toluenesulfonic acid monohydrate). Solvent: C1(=CC=CC=C1)C (toluene). The product is C(C)C1=C(C(=CC(=C1)CC)CC)C(C(=O)N(N=C(C(F)(F)F)CSC)C)=O (1-[2-(2,4,6-triethylphenyl)-2-oxoacetyl]-2-(1,1,1-trifluoro-3-methylsulfanyl-2-propylidene)-1-methylhydrazine). The yield is 50.0%. As a reaction SMILES: [CH2:1]([C:3]1[CH:8]=[C:7]([CH2:9][CH3:10])[CH:6]=[C:5]([CH2:11][CH3:12])[C:4]=1[C:13](=[O:19])[C:14]([N:16]([CH3:18])[NH2:17])=[O:15])[CH3:2].[F:20][C:21]([F:28])([F:27])[C:22](=O)[CH2:23][S:24][CH3:25].O>C1(C)C=CC=CC=1.O.C1(C)C=CC(S(O)(=O)=O)=CC=1>[CH2:1]([C:3]1[CH:8]=[C:7]([CH2:9][CH3:10])[CH:6]=[C:5]([CH2:11][CH3:12])[C:4]=1[C:13](=[O:19])[C:14]([N:16]([CH3:18])[N:17]=[C:22]([CH2:23][S:24][CH3:25])[C:21]([F:28])([F:27])[F:20])=[O:15])[CH3:2] |f:4.5|. Procedure details: To a 100 ml volume three-necked flask, 1-[2-(2,4,6-triethylphenyl)-2-oxoacetyl]-1-methylhydrazine ((12-2)-(11)-40) (3.01 g) was added, and to the mixture was added dropwise a solution of 1,1,1-trifluoro-3-methylsulfanyl-2-propanone (7-0-2) (2.10 g) in toluene (27 g), followed by the addition of para-toluenesulfonic acid monohydrate (0.030 g). The resulting mixture was stirred under reflux for 40 minutes. Then, the reaction mixture was cooled to room temperature, poured into water (30 ml), and ex... Starting materials: NC(CCO)C1=CC=C(C=C1)Cl (3-amino-3-(4-chlorophenyl)propan-1-ol), N(=C=S)C1=CC=C(C=C1)C1=NN(C=N1)C1=CC=C(C=C1)OC(F)(F)F (3-(4-isothiocyanato-phenyl)-1-(4-trifluoromethoxy-phenyl)-1H-1,2,4-triazole). Product: ClC1=CC=C(C=C1)C1N=C(OCC1)NC1=CC=C(C=C1)C1=NN(C=N1)C1=CC=C(C=C1)OC(F)(F)F (4-(4-Chlorophenyl)-N-(4-(1-(4-(trifluoromethoxy)phenyl)-1H-1,2,4-triazol-3-yl)phenyl)-5,6-dihydro-4H-1,3-oxazin-2-amine), solid. Yield: 64.0%. Reaction SMILES: [NH2:1][CH:2]([C:6]1[CH:11]=[CH:10][C:9]([Cl:12])=[CH:8][CH:7]=1)[CH2:3][CH2:4][OH:5].[N:13]([C:16]1[CH:21]=[CH:20][C:19]([C:22]2[N:26]=[CH:25][N:24]([C:27]3[CH:32]=[CH:31][C:30]([O:33][C:34]([F:37])([F:36])[F:35])=[CH:29][CH:28]=3)[N:23]=2)=[CH:18][CH:17]=1)=[C:14]=S>>[Cl:12][C:9]1[CH:8]=[CH:7][C:6]([CH:2]2[CH2:3][CH2:4][O:5][C:14]([NH:13][C:16]3[CH:17]=[CH:18][C:19]([C:22]4[N:26]=[CH:25][N:24]([C:27]5[CH:32]=[CH:31][C:30]([O:33][C:34]([F:37])([F:35])[F:36])=[CH:29][CH:28]=5)[N:23]=4)=[CH:20][CH:21]=3)=[N:1]2)=[CH:11][CH:10]=1. Procedure details: The title compound was prepared with 3-amino-3-(4-chlorophenyl)propan-1-ol and 3-(4-isothiocyanato-phenyl)-1-(4-trifluoromethoxy-phenyl)-1H-1,2,4-triazole and isolated as an off-white solid (0.150 g, 64%). Procedure: The suspension is prepared by using 1.78 g of (2R,4R)-3-(S-acetyl-3-mercaptopropanoyl)-2-(2-hydroxyphenyl)-4-thiazolidinecarboxylic acid, 0.51 g of N-methylmorpholine and 0.68 g of isobutyl chlorocarbonate. To the suspension the solution of 0.7 g of glycine ethyl ester hydrochloride and 0.51 g of N-methylmorpholine dissolved in aqueous THF is added, and treated in the same manner as Example 10 to give 1.8 g (82%) of the titled compound. As a reaction SMILES: [C:1]([S:4][CH2:5][CH2:6][C:7]([N:9]1[C@H:13]([C:14]([OH:16])=O)[CH2:12][S:11][C@@H:10]1[C:17]1[CH:22]=[CH:21][CH:20]=[CH:19][C:18]=1[OH:23])=[O:8])(=[O:3])[CH3:2].CN1CCOCC1.C(Cl)(=O)OCC(C)C.Cl.[CH2:40]([O:42][C:43](=[O:46])[CH2:44][NH2:45])[CH3:41]>C1COCC1>[CH2:40]([O:42][C:43](=[O:46])[CH2:44][NH:45][C:14]([C@@H:13]1[CH2:12][S:11][C@H:10]([C:17]2[CH:22]=[CH:21][CH:20]=[CH:19][C:18]=2[OH:23])[N:9]1[C:7](=[O:8])[CH2:6][CH2:5][S:4][C:1](=[O:3])[CH3:2])=[O:16])[CH3:41] |f:3.4|. The reactants are Cl.C(C)OC(CN)=O (glycine ethyl ester hydrochloride), CN1CCOCC1 (N-methylmorpholine), C(C)(=O)SCCC(=O)N1[C@H](SC[C@H]1C(=O)O)C1=C(C=CC=C1)O ((2R,4R)-3-(S-acetyl-3-mercaptopropanoyl)-2-(2-hydroxyphenyl)-4-thiazolidinecarboxylic acid), CN1CCOCC1 (N-methylmorpholine), C(OCC(C)C)(=O)Cl (isobutyl chlorocarbonate). Solvent: C1CCOC1 (THF). Product: C(C)OC(CNC(=O)[C@H]1N([C@H](SC1)C1=C(C=CC=C1)O)C(CCSC(C)=O)=O)=O (N-[(2R,4R)-[3-(S-Acetyl-3-mercaptopropanoyl)-2-(2-hydroxyphenyl)-4-thiazolidinyl]carbonyl]glycine ethyl ester). Isolated yield 81.6%. The product is FC1=CC=C(CN2N=C(C=C(C2=O)CO)C2=CC(=C(C=C2)OC)F)C=C1 (2-(4-fluorobenzyl)-6-(3-fluoro-4-methoxyphenyl)-4-hydroxymethyl-2H-pyridazin-3-one). Yield: 27.0%. Reactants: FC1=C(C=CC(=C1)F)C=1C=C(C(N(N1)CC(C)C)=O)CN1C(C=2C(C1=O)=CC=CC2)=O (6-(2,4-difluorophenyl)-2-isobutyl-4-phthalimidomethyl-2H-pyridazin-3-one), C(=O)(O)C=1C(N(N=C(C1)C1=CC(=C(C=C1)OC)F)CC1=CC=C(C=C1)F)=O (4-carboxy-2-(4-fluorobenzyl)-6-(3-fluoro-4-methoxyphenyl)-2H-pyridazin-3-one). Procedure details: Following the procedure of Example 1 (8), 4-carboxy-2-(4-fluorobenzyl)-6-(3-fluoro-4-methoxyphenyl)-2H-pyridazin-3-one was reacted to yield the title compound as a yellow powder (yield: 27.0%). Reaction SMILES: FC1C=C(F)C=CC=1C1C=C(CN2C(=O)C3=CC=CC=C3C2=O)C(=O)N(CC(C)C)N=1.[C:32]([C:35]1[C:36](=[O:58])[N:37]([CH2:50][C:51]2[CH:56]=[CH:55][C:54]([F:57])=[CH:53][CH:52]=2)[N:38]=[C:39]([C:41]2[CH:46]=[CH:45][C:44]([O:47][CH3:48])=[C:43]([F:49])[CH:42]=2)[CH:40]=1)(O)=[O:33]>>[F:57][C:54]1[CH:53]=[CH:52][C:51]([CH2:50][N:37]2[C:36](=[O:58])[C:35]([CH2:32][OH:33])=[CH:40][C:39]([C:41]3[CH:46]=[CH:45][C:44]([O:47][CH3:48])=[C:43]([F:49])[CH:42]=3)=[N:38]2)=[CH:56][CH:55]=1. The reactants are ClC1=CC(=C(C=N1)N)C=1C(=NC=C(C1)C1=CC=C(C=C1)CN1CCCCC1)F (6′-chloro-2-fluoro-5-(4-piperidin-1-ylmethyl-phenyl)-[3,4]bipyridinyl-3′-ylamine), Br[Si](C)(C)C (bromotrimethylsilane). The solvent is O1CCOCC1 (1,4-dioxane). Run at temperature 100 celsius. Product: BrC1=CC=2C3=C(NC2C=N1)N=CC(=C3)C3=CC=C(C=C3)CN3CCCCC3 (6-Bromo-3-(4-piperidin-1-ylmethyl-phenyl)-9H-dipyrido[2,3-b;4′,3′-d]pyrrole). Isolated yield 65.3%. As a reaction SMILES: Cl[C:2]1[N:7]=[CH:6][C:5]([NH2:8])=[C:4]([C:9]2[C:10](F)=[N:11][CH:12]=[C:13]([C:15]3[CH:20]=[CH:19][C:18]([CH2:21][N:22]4[CH2:27][CH2:26][CH2:25][CH2:24][CH2:23]4)=[CH:17][CH:16]=3)[CH:14]=2)[CH:3]=1.[Br:29][Si](C)(C)C>O1CCOCC1>[Br:29][C:2]1[N:7]=[CH:6][C:5]2[NH:8][C:10]3[N:11]=[CH:12][C:13]([C:15]4[CH:20]=[CH:19][C:18]([CH2:21][N:22]5[CH2:27][CH2:26][CH2:25][CH2:24][CH2:23]5)=[CH:17][CH:16]=4)=[CH:14][C:9]=3[C:4]=2[CH:3]=1. Procedure details: To a solution of 6′-chloro-2-fluoro-5-(4-piperidin-1-ylmethyl-phenyl)-[3,4]bipyridinyl-3′-ylamine (1.6 g, 0.004 mol) in 1,4-dioxane (30 mL) was added bromotrimethylsilane (27 mL, 0.2 mol) which immediately produced a white precipitate. The reaction was heated at 100° C. for 48 h. The solid from the cooled reaction mixture was collected by filtration and washed with ethyl acetate (2×20 mL). The resultant solid was then purified by flash chromotagraphy (silica, 25 g column, Biotage, 040% methanol ... The reactants are CO, CNC, Ic1cncc(I)n1. Yields the product CN(C)c1cncc(I)n1. Reaction SMILES: [CH3:12][OH:13].[CH3:9][NH:10][CH3:11].[I:1][c:2]1[n:3][c:4]([I:8])[cH:5][n:6][cH:7]1>>[c:2]1([N:10]([CH3:9])[CH3:11])[n:3][c:4]([I:8])[cH:5][n:6][cH:7]1.